Task: describe an organic reaction: reactants, conditions, products, and yield. Dataset: the Open Reaction Database (ORD), a public repository of structured organic reaction records Conditions: time 30 minute. Procedure details: Diethyl zinc (40 mL, 1 M solution in hexane) was slowly added to 300 mL of anhydrous DCM at −78° C. under nitrogen, further dimethyl iodide (15 g, 56 mmol) was added slowly. After 30 minutes, warmed to room temperature and maintained for 30 minutes, cooled with an ice-water bath. Then a solution of Compound 7-2 (2 g, 9.5 mmol) dissolved in 10 mL of methylene chloride was added and reacted overnight. To the reaction mixture was poured 100 mL of saturated aqueous solution of ammonium chloride, and... The reactants are C=C1CCC(CC1)NC(OC(C)(C)C)=O (tert-Butyl 4-methylenecyclohexylcarbamate), C(C)[Zn]CC (Diethyl zinc), dimethyl iodide, saturated aqueous solution, [Cl-].[NH4+] (ammonium chloride). Solvent: C(Cl)Cl (methylene chloride), C(Cl)Cl (DCM). Isolated yield 37.4%. As a reaction SMILES: [CH2:1]([Zn]CC)C.[CH2:6]=[C:7]1[CH2:12][CH2:11][CH:10]([NH:13][C:14](=[O:20])[O:15][C:16]([CH3:19])([CH3:18])[CH3:17])[CH2:9][CH2:8]1.[Cl-].[NH4+]>C(Cl)Cl>[CH2:1]1[C:7]2([CH2:12][CH2:11][CH:10]([NH:13][C:14](=[O:20])[O:15][C:16]([CH3:17])([CH3:19])[CH3:18])[CH2:9][CH2:8]2)[CH2:6]1 |f:2.3|. The product is C1CC12CCC(CC2)NC(OC(C)(C)C)=O (tert-Butyl spiro[2.5]octan-6-ylcarbamate).